Dataset: the Open Reaction Database (ORD), a public repository of structured organic reaction records. Task: describe an organic reaction: reactants, conditions, products, and yield The reactants are N1=CSC=2C=NC=CC21 (thiazolo[5,4-c]pyridine), BrC1=C(C#N)C=C(C=C1Cl)F (2-bromo-3-chloro-5-fluorobenzonitrile), C([O-])([O-])=O.[Cs+].[Cs+] (cesium carbonate), O (water). Reagents/catalysts: C=1C=CC(=CC1)[P](C=2C=CC=CC2)(C=3C=CC=CC3)[Pd]([P](C=4C=CC=CC4)(C=5C=CC=CC5)C=6C=CC=CC6)([P](C=7C=CC=CC7)(C=8C=CC=CC8)C=9C=CC=CC9)[P](C=1C=CC=CC1)(C=1C=CC=CC1)C=1C=CC=CC1 (Pd(PPh3)4), [Cu]I (copper(I) iodide). Solvent: CN(C=O)C (dimethylformamide). Conditions: temperature 150 celsius. Product: ClC=1C(=C(C#N)C=C(C1)F)C=1SC=2C=NC=CC2N1 (3-Chloro-5-fluoro-2-thiazolo[5,4-c]pyridin-2-yl-benzonitrile). Isolated yield 20.7%. RXN SMILES: [N:1]1[C:9]2[CH:8]=[CH:7][N:6]=[CH:5][C:4]=2[S:3][CH:2]=1.Br[C:11]1[C:18]([Cl:19])=[CH:17][C:16]([F:20])=[CH:15][C:12]=1[C:13]#[N:14].C(=O)([O-])[O-].[Cs+].[Cs+].O>CN(C)C=O.C1C=CC([P]([Pd]([P](C2C=CC=CC=2)(C2C=CC=CC=2)C2C=CC=CC=2)([P](C2C=CC=CC=2)(C2C=CC=CC=2)C2C=CC=CC=2)[P](C2C=CC=CC=2)(C2C=CC=CC=2)C2C=CC=CC=2)(C2C=CC=CC=2)C2C=CC=CC=2)=CC=1.[Cu]I>[Cl:19][C:18]1[C:11]([C:2]2[S:3][C:4]3[CH:5]=[N:6][CH:7]=[CH:8][C:9]=3[N:1]=2)=[C:12]([CH:15]=[C:16]([F:20])[CH:17]=1)[C:13]#[N:14] |f:2.3.4,^1:36,38,57,76|. Procedure details: A mixture of thiazolo[5,4-c]pyridine (0.5 g, 3.67 mmol), 2-bromo-3-chloro-5-fluorobenzonitrile (1.3 g, 5.5 mmol), Pd(PPh3)4 (0.42 g, 0.36 mmol), copper(I) iodide (70 mg, 0.37 mmol) and cesium carbonate (3.9 g, 12 mmol) in dimethylformamide (15 mL) was heated at 150° C. in a microwave reactor for 5 minutes. The cooled mixture was poured into water and extracted twice with ethyl acetate. The combined organic extracts were washed with water, dried (Na2SO4), filtered and concentrated in vacuo. The c... Yields the product C(C)(C)(C)OC(C[C@@H](C[C@@H](COC(C1=CC=CC=C1)=O)O)O)=O ((3R,5S)-6-benzoyloxy-3,5-dihydroxyhexanoic tert-butyl ester). Run in P(=O)([O-])([O-])[O-] (phosphate). RXN SMILES: [C:1]([O:5][C:6](=[O:23])[CH2:7][C:8](=[O:22])[CH2:9][C@H:10]([OH:21])[CH2:11][O:12][C:13](=[O:20])[C:14]1[CH:19]=[CH:18][CH:17]=[CH:16][CH:15]=1)([CH3:4])([CH3:3])[CH3:2].O=C[C@@H]([C@H]([C@@H]([C@@H](CO)O)O)O)O.C(OCC)(=O)C>P([O-])([O-])([O-])=O>[C:1]([O:5][C:6](=[O:23])[CH2:7][C@H:8]([OH:22])[CH2:9][C@H:10]([OH:21])[CH2:11][O:12][C:13](=[O:20])[C:14]1[CH:15]=[CH:16][CH:17]=[CH:18][CH:19]=1)([CH3:4])([CH3:2])[CH3:3]. Procedure: A large test tube was charged with 5 ml of Medium A described hereinbefore and, after sterilization, inoculated with one of the microorganisms indicated in Table 1 and Table 2. Aerobic shake culture was carried out at 27° C. for 2 to 3 days. From a 1.5 ml portion of the resulting culture, the cells were harvested by centrifugation and suspended in 0.5 ml of 100 mM phosphate buffer (pH 6.5) containing 0.05% of (5S)-6-benzoyloxy-5-hydroxy-3-oxohexanoic tert-butyl ester and 8% of glucose. The suspe... The reactants are )/( 3S,5S ), C(C)(C)(C)OC(CC(C[C@@H](COC(C1=CC=CC=C1)=O)O)=O)=O ((5S)-6-benzoyloxy-5-hydroxy-3-oxohexanoic tert-butyl ester), O=C[C@H](O)[C@@H](O)[C@H](O)[C@H](O)CO (glucose), C(C)(=O)OCC (ethyl acetate). Run at temperature 27 celsius, time 2.5 day. The reactants are NCC1(CCCC1)N (1-(aminomethyl)cyclopentylamine), CC1=NN2C(N=CC(=C2)C(=O)O)=C1 (2-Methylpyrazolo[1,5-a]pyrimidine-6-carboxylic acid), Cl (hydrochloric acid), C(C(=O)Cl)(=O)Cl (oxalyl chloride), C([O-])([O-])=O.[K+].[K+] (Potassium carbonate). Solvent: O1CCCC1 (tetrahydrofuran), CN(C=O)C (N,N-dimethylformamide), O1CCCC1 (tetrahydrofuran), O (Water), O1CCCC1 (tetrahydrofuran). Reaction conditions: time 1 hour. Yields the product NC1(CCCC1)CNC(=O)C=1C=NC=2N(C1)N=C(C2)C (2-Methylpyrazolo[1,5-a]pyrimidine-6-carboxylic acid (1-aminocyclopentylmethyl)amide). Isolated yield 11.9%. RXN SMILES: [CH3:1][C:2]1[CH:13]=[C:5]2[N:6]=[CH:7][C:8]([C:10]([OH:12])=O)=[CH:9][N:4]2[N:3]=1.C(Cl)(=O)C(Cl)=O.C(=O)([O-])[O-].[K+].[K+].[NH2:26][CH2:27][C:28]1([NH2:33])[CH2:32][CH2:31][CH2:30][CH2:29]1.Cl>O1CCCC1.O.CN(C)C=O>[NH2:33][C:28]1([CH2:27][NH:26][C:10]([C:8]2[CH:7]=[N:6][C:5]3[N:4]([N:3]=[C:2]([CH3:1])[CH:13]=3)[CH:9]=2)=[O:12])[CH2:32][CH2:31][CH2:30][CH2:29]1 |f:2.3.4|. Reported procedure: 2-Methylpyrazolo[1,5-a]pyrimidine-6-carboxylic acid (0.31 g) was suspended in tetrahydrofuran (7 ml), and N,N-dimethylformamide (0.04 ml) was added thereto. A solution of oxalyl chloride (200 μl) in tetrahydrofuran (0.8 ml) was added dropwise thereto with ice cooling, and the mixture was stirred for 1 hour at the same temperature and then stirred for 2 hours at room temperature. Potassium carbonate (0.54 g) was added thereto at −60° C. or less, and then a solution of 1-(aminomethyl)cyclopentylam...